From a dataset of the Open Reaction Database (ORD), a public repository of structured organic reaction records. describe an organic reaction: reactants, conditions, products, and yield Reaction SMILES: [NH:1]1[C:9]2[C:4](=[CH:5][CH:6]=[CH:7][CH:8]=2)[CH:3]=[C:2]1[C:10]1[C:11](=[O:22])[NH:12][N:13]=[C:14]([C:16]2[CH:21]=[CH:20][N:19]=[CH:18][CH:17]=2)[CH:15]=1.[Br:23]N1C(=O)CCC1=O>CC(C)=O>[Br:23][C:3]1[C:4]2[C:9](=[CH:8][CH:7]=[CH:6][CH:5]=2)[NH:1][C:2]=1[C:10]1[C:11](=[O:22])[NH:12][N:13]=[C:14]([C:16]2[CH:21]=[CH:20][N:19]=[CH:18][CH:17]=2)[CH:15]=1. Procedure details: 22 mg 4-(1H-Indol-2-yl)-6-pyridin-4-yl-2H-pyridazin-3-one is suspended in 30 mL acetone and 2 mg N-bromosuccinimide is added. The reaction mixture is stirred for 3 hours at room temperature, the precipitated product isolated by filtration and washed with acetone. The product is purified by preparative RP-HPLC eluting with a gradient of 0-100% acetonitrile in water (0.05% HCOOH). Yield 11.2 mg. LC-MS (ES+) 368 (M+H)+. The product is BrC1=C(NC2=CC=CC=C12)C=1C(NN=C(C1)C1=CC=NC=C1)=O (4-(3-Bromo-1H-indol-2-yl)-6-pyridin-4-yl-2H-pyridazin-3-one). Reactants: N1C(=CC2=CC=CC=C12)C=1C(NN=C(C1)C1=CC=NC=C1)=O (4-(1H-Indol-2-yl)-6-pyridin-4-yl-2H-pyridazin-3-one), BrN1C(CCC1=O)=O (N-bromosuccinimide). The solvent is CC(=O)C (acetone). Reaction conditions: time 3 hour. Yields the product C(C1=CC=CC=C1)OC1=NC=CC2=CC(=C(C=C12)Cl)OC12CC3C(C(CC(C1)C3)C2)N (5-(1-Benzyloxy-7-chloro-isoquinolin-6-yloxy)-adamantan-2-ylamine). Run in CC(=O)N(C)C (dimethyl acetamide), CC(=O)N(C)C (dimethyl acetamide), CC(=O)N(C)C (dimethyl acetamide). Yield: 31.2%. Procedure details: To a suspension of sodium hydride (60% in mineral oil, 417 mg, 10.4 mmol, 3 eq.) in dimethyl acetamide (7 mL) was added a solution of 4-amino-adamantan-1-ol (640 mg, 3.82 mmol, 1.1 eq.) in dimethyl acetamide (7 mL). After stirring for 60 min at room temperature, a solution of 1-benzyloxy-7-chloro-6-fluoro-isoquinoline (1, 1.0 g, 3.48 mmol) in dimethyl acetamide (7 mL) was added and stirring was continued at room temperature until the reaction went to completion. The reaction was quenched by addi... Starting materials: NC1C2CC3(CC(CC1C3)C2)O (4-amino-adamantan-1-ol), C(C1=CC=CC=C1)OC1=NC=CC2=CC(=C(C=C12)Cl)F (1-Benzyloxy-7-chloro-6-fluoro-isoquinoline), [H-].[Na+] (sodium hydride). RXN SMILES: [H-].[Na+].[NH2:3][CH:4]1[CH:11]2[CH2:12][C:7]3([OH:14])[CH2:8][CH:9]([CH2:13][CH:5]1[CH2:6]3)[CH2:10]2.[CH2:15]([O:22][C:23]1[C:32]2[C:27](=[CH:28][C:29](F)=[C:30]([Cl:33])[CH:31]=2)[CH:26]=[CH:25][N:24]=1)[C:16]1[CH:21]=[CH:20][CH:19]=[CH:18][CH:17]=1>CC(N(C)C)=O>[CH2:15]([O:22][C:23]1[C:32]2[C:27](=[CH:28][C:29]([O:14][C:7]34[CH2:12][CH:11]5[CH2:10][CH:9]([CH2:13][CH:5]([CH:4]5[NH2:3])[CH2:6]3)[CH2:8]4)=[C:30]([Cl:33])[CH:31]=2)[CH:26]=[CH:25][N:24]=1)[C:16]1[CH:17]=[CH:18][CH:19]=[CH:20][CH:21]=1 |f:0.1|. Conditions: time 60 minute. Starting materials: FC=1C=C(C=CC1OC)B(O)O (3-Fluoro-4-methoxyphenylboronic acid), [O-]P(=O)([O-])[O-].[K+].[K+].[K+] (K3PO4), C[Si](CCOCN(C1=CC(=NC=2N1N=CC2C=2C=NC(=CC2)Cl)C2CC1CCC(C2)N1C(=O)OC(C)(C)C)COCC[Si](C)(C)C)(C)C (tert-butyl 3-(7-(bis((2-(trimethylsilyl)ethoxy)methyl)amino)-3-(6-chloropyridin-3-yl)pyrazolo[1,5-a]pyrimidin-5-yl)-8-azabicyclo[3.2.1]octane-8-carboxylate). Reagents/catalysts: C1=CC=C(C=C1)P([C-]2C=CC=C2)C3=CC=CC=C3.C1=CC=C(C=C1)P([C-]2C=CC=C2)C3=CC=CC=C3.Cl[Pd]Cl.[Fe+2].C(Cl)Cl (PdCl2(dppf) CH2Cl2). Solvent: O1CCOCC1 (dioxane), O (H2O), O (H2O). Reaction conditions: temperature 150 celsius, time 1 hour. Yields the product C[Si](CCOCN(C1=CC(=NC=2N1N=CC2C=2C=NC(=CC2)C2=CC(=C(C=C2)OC)F)C2CC1CCC(C2)N1C(=O)OC(C)(C)C)COCC[Si](C)(C)C)(C)C (tert-butyl 3-(7-(bis((2-(trimethylsilyl)ethoxy)methyl)amino)-3-(6-(3-fluoro-4-methoxyphenyl)pyridin-3-yl)pyrazolo[1,5-a]pyrimidin-5-yl)-8-azabicyclo[3.2.1]octane-8-carboxylate). Reaction SMILES: [F:1][C:2]1[CH:3]=[C:4](B(O)O)[CH:5]=[CH:6][C:7]=1[O:8][CH3:9].[O-]P([O-])([O-])=O.[K+].[K+].[K+].[CH3:21][Si:22]([CH3:68])([CH3:67])[CH2:23][CH2:24][O:25][CH2:26][N:27]([CH2:59][O:60][CH2:61][CH2:62][Si:63]([CH3:66])([CH3:65])[CH3:64])[C:28]1[N:33]2[N:34]=[CH:35][C:36]([C:37]3[CH:38]=[N:39][C:40](Cl)=[CH:41][CH:42]=3)=[C:32]2[N:31]=[C:30]([CH:44]2[CH2:50][CH:49]3[N:51]([C:52]([O:54][C:55]([CH3:58])([CH3:57])[CH3:56])=[O:53])[CH:46]([CH2:47][CH2:48]3)[CH2:45]2)[CH:29]=1>O1CCOCC1.O.C1C=CC(P(C2C=CC=CC=2)[C-]2C=CC=C2)=CC=1.C1C=CC(P(C2C=CC=CC=2)[C-]2C=CC=C2)=CC=1.Cl[Pd]Cl.[Fe+2].C(Cl)Cl>[CH3:66][Si:63]([CH3:64])([CH3:65])[CH2:62][CH2:61][O:60][CH2:59][N:27]([CH2:26][O:25][CH2:24][CH2:23][Si:22]([CH3:21])([CH3:68])[CH3:67])[C:28]1[N:33]2[N:34]=[CH:35][C:36]([C:37]3[CH:38]=[N:39][C:40]([C:4]4[CH:5]=[CH:6][C:7]([O:8][CH3:9])=[C:2]([F:1])[CH:3]=4)=[CH:41][CH:42]=3)=[C:32]2[N:31]=[C:30]([CH:44]2[CH2:50][CH:49]3[N:51]([C:52]([O:54][C:55]([CH3:58])([CH3:57])[CH3:56])=[O:53])[CH:46]([CH2:47][CH2:48]3)[CH2:45]2)[CH:29]=1 |f:1.2.3.4,8.9.10.11.12|. Reported procedure: 3-Fluoro-4-methoxyphenylboronic acid (2.79 mmol, 475.7 mg), K3PO4 (4.20 mmol, 890.4 mg), and PdCl2(dppf)-CH2Cl2 (0.14 mmol, 114.3 mg) were added to a solution of tert-butyl 3-(7-(bis((2-(trimethylsilyl)ethoxy)methyl)amino)-3-(6-chloropyridin-3-yl)pyrazolo[1,5-a]pyrimidin-5-yl)-8-azabicyclo[3.2.1]octane-8-carboxylate (1.40 mmol, 1000 mg) in dioxane (12 mL) and H2O (1.5 mL). The resulting solution was stirred at 150° C. under microwave condition for 1 h. The mixture was diluted with H2O and then e... Starting materials: O=C([O-])[O-], CCc1nc2ccccc2[nH]1, CC1COCCN1c1nc(Cl)nc2c1nc(CN1CCC(C(C)(C)O)CC1)n2C, [Cs+], [Cs+], CN(C)C=O, O=C(C=Cc1ccccc1)C=Cc1ccccc1, O=C(C=Cc1ccccc1)C=Cc1ccccc1, O=C(C=Cc1ccccc1)C=Cc1ccccc1, [Pd], [Pd]. Yields the product CCc1nc2ccccc2n1-c1nc(N2CCOCC2C)c2nc(CN3CCC(C(C)(C)O)CC3)n(C)c2n1. As a reaction SMILES: [C:41](=[O:42])([O-:43])[O-:44].[CH2:30]([CH3:31])[c:32]1[nH:33][c:34]2[c:35]([n:36]1)[cH:37][cH:38][cH:39][cH:40]2.[Cl:1][c:2]1[n:3][c:4]([N:23]2[CH:24]([CH3:29])[CH2:25][O:26][CH2:27][CH2:28]2)[c:5]2[n:6][c:7]([CH2:12][N:13]3[CH2:14][CH2:15][CH:16]([C:19]([CH3:20])([CH3:21])[OH:22])[CH2:17][CH2:18]3)[n:8]([CH3:11])[c:9]2[n:10]1.[Cs+:45].[Cs+:46].[O:47]=[CH:48][N:49]([CH3:50])[CH3:51].[O:54]=[C:55]([CH:56]=[CH:57][c:58]1[cH:59][cH:60][cH:61][cH:62][cH:63]1)[CH:64]=[CH:65][c:66]1[cH:67][cH:68][cH:69][cH:70][cH:71]1.[O:72]=[C:73]([CH:74]=[CH:75][c:76]1[cH:77][cH:78][cH:79][cH:80][cH:81]1)[CH:82]=[CH:83][c:84]1[cH:85][cH:86][cH:87][cH:88][cH:89]1.[O:90]=[C:91]([CH:92]=[CH:93][c:94]1[cH:95][cH:96][cH:97][cH:98][cH:99]1)[CH:100]=[CH:101][c:102]1[cH:103][cH:104][cH:105][cH:106][cH:107]1.[Pd:52].[Pd:53]>>[c:2]1(-[n:33]2[c:32]([CH2:30][CH3:31])[n:36][c:35]3[c:34]2[cH:40][cH:39][cH:38][cH:37]3)[n:3][c:4]([N:23]2[CH:24]([CH3:29])[CH2:25][O:26][CH2:27][CH2:28]2)[c:5]2[n:6][c:7]([CH2:12][N:13]3[CH2:14][CH2:15][CH:16]([C:19]([CH3:20])([CH3:21])[OH:22])[CH2:17][CH2:18]3)[n:8]([CH3:11])[c:9]2[n:10]1. Starting materials: C(#N)C1=NC=CC=C1 (2-cyanopyridine), [Cl-].[NH4+] (ammonium chloride). Reagents/catalysts: C[O-].[Na+] (sodium methoxide). Run in CO (methanol). Reaction conditions: time 24 hour. Yields the product Cl.N1=C(C=CC=C1)C(=N)N (2-pyridinecarboxamidine hydrochloride). Yield: 94.2%. RXN SMILES: [C:1]([C:3]1[CH:8]=[CH:7][CH:6]=[CH:5][N:4]=1)#[N:2].[Cl-:9].[NH4+:10]>CO.C[O-].[Na+]>[ClH:9].[N:4]1[CH:5]=[CH:6][CH:7]=[CH:8][C:3]=1[C:1]([NH2:10])=[NH:2] |f:1.2,4.5,6.7|. Procedure: To a solution of 2-cyanopyridine (20.0 g, 0.19 mol) in methanol (300 ml) under argon was added sodium methoxide (0.5 g). The reaction mixture was stirred at room temperature for 24 hours, then ammonium chloride (10.7 g, 0.2 mol) was added. The mixture was stirred at room temperature for 3.5 hours and the solvent was removed in vacuo. The residue was diluted with isopropanol (20 ml) and ether (400 ml) and a solid was collected by filtration to afford 28.2 g (87%) of 2-pyridinecarboxamidine hydroc... The reactants are O=O (Oxygen), O=O (oxygen), iron 5,14-dihydrodibenzo[b,i][5,9,14,18]tetraaza[14]annulene, CC1=C(O)C=CC(=C1)O (methylhydroquinone), S(O)(O)(=O)=O (sulfuric acid). The solvent is C(C)(=O)O (acetic acid), C(C)(=O)O (acetic acid). Conditions: temperature 40 celsius. Yields the product CC=1C(C=CC(C1)=O)=O (2-methylbenzoquinone). Isolated yield 61.4%. Reaction SMILES: O=O.[CH3:3][C:4]1[CH:10]=[C:9]([OH:11])[CH:8]=[CH:7][C:5]=1[OH:6].S(=O)(=O)(O)O>C(O)(=O)C>[CH3:3][C:4]1[C:5](=[O:6])[CH:7]=[CH:8][C:9](=[O:11])[CH:10]=1. Procedure details: Oxygen was passed into a solution of 0.68 g (2 mmol) of iron 5,14-dihydrodibenzo[b,i][5,9,14,18]tetraaza[14]annulene in 150 ml of 85% by weight aqueous acetic acid and, during this, a solution of 12.4 g (100 mmol) of methylhydroquinone and 0.5 g of concentrated sulfuric acid in 75 ml of 85% by weight acetic acid was added dropwise while stirring vigorously at 40° C. After oxygen up-take ceased, the mixture was subjected to a steam distillation. The distillate was extracted with tert-butyl methyl... Reactants: CCN(CC)S(F)(F)F, O=C1Nc2cc(C(F)(F)F)ccc2C1(O)c1cc(Cl)ccc1OCc1ccc(C(F)(F)F)cc1, ClCCl. Yields the product O=C1Nc2cc(C(F)(F)F)ccc2C1(F)c1cc(Cl)ccc1OCc1ccc(C(F)(F)F)cc1. Reaction SMILES: [CH2:35]([N:36]([S:37]([F:38])([F:39])[F:41])[CH2:40][CH3:42])[CH3:43].[Cl:1][c:2]1[cH:3][cH:4][c:5]([O:23][CH2:24][c:25]2[cH:26][cH:27][c:28]([C:31]([F:32])([F:33])[F:34])[cH:29][cH:30]2)[c:6]([C:8]2([OH:22])[C:9](=[O:21])[NH:10][c:11]3[cH:12][c:13]([C:17]([F:18])([F:19])[F:20])[cH:14][cH:15][c:16]32)[cH:7]1.[Cl:44][CH2:45][Cl:46]>>[Cl:1][c:2]1[cH:3][cH:4][c:5]([O:23][CH2:24][c:25]2[cH:26][cH:27][c:28]([C:31]([F:32])([F:33])[F:34])[cH:29][cH:30]2)[c:6]([C:8]2([F:41])[C:9](=[O:21])[NH:10][c:11]3[cH:12][c:13]([C:17]([F:18])([F:19])[F:20])[cH:14][cH:15][c:16]32)[cH:7]1. Reactants: Cc1c2n(c3ccccc13)C(=O)CCC2, Cc1nc(C=O)cn1C(c1ccccc1)(c1ccccc1)c1ccccc1, CCCCCC, CC(C)NC(C)C, [Li]CCCC, C1CCOC1, O, O=C(O)C(=O)O. The product is Cc1c2n(c3ccccc13)C(=O)C(C(O)c1cn(C(c3ccccc3)(c3ccccc3)c3ccccc3)c(C)n1)CC2. Reaction SMILES: [CH3:13][c:14]1[c:15]2[n:16]([c:17]3[cH:18][cH:19][cH:20][cH:21][c:22]13)[C:23](=[O:27])[CH2:24][CH2:25][CH2:26]2.[CH3:28][c:29]1[n:30]([C:36]([c:37]2[cH:38][cH:39][cH:40][cH:41][cH:42]2)([c:43]2[cH:44][cH:45][cH:46][cH:47][cH:48]2)[c:49]2[cH:50][cH:51][cH:52][cH:53][cH:54]2)[cH:31][c:32]([CH:34]=[O:35])[n:33]1.[CH3:66][CH2:67][CH2:68][CH2:69][CH2:70][CH3:71].[CH:1]([NH:2][CH:3]([CH3:4])[CH3:5])([CH3:6])[CH3:7].[Li:8][CH2:9][CH2:10][CH2:11][CH3:12].[O:61]1[CH2:62][CH2:63][CH2:64][CH2:65]1.[OH2:72].[OH:55][C:56]([C:57](=[O:58])[OH:59])=[O:60]>>[CH3:13][c:14]1[c:15]2[n:16]([c:17]3[cH:18][cH:19][cH:20][cH:21][c:22]13)[C:23](=[O:27])[CH:24]([CH:34]([c:32]1[cH:31][n:30]([C:36]([c:37]3[cH:38][cH:39][cH:40][cH:41][cH:42]3)([c:43]3[cH:44][cH:45][cH:46][cH:47][cH:48]3)[c:49]3[cH:50][cH:51][cH:52][cH:53][cH:54]3)[c:29]([CH3:28])[n:33]1)[OH:35])[CH2:25][CH2:26]2.